From a dataset of the Open Reaction Database (ORD), a public repository of structured organic reaction records. describe an organic reaction: reactants, conditions, products, and yield The reactants are O.O.O.O.O.O.O.S(=O)(=O)([O-])[O-].[Mg+2] (magnesium sulfate heptahydrate), Tween 80, C[C@]12CCCC([C@@H]1CC[C@@]([C@@H]2CC[C@](C)(C=C)O)(C)O)(C)C (sclareol). The reagents and catalysts are [Pt] (platinum). Run at time 2 day. The product is CC12OCCC1C1(CCCC(C1CC2)(C)C)C (dodecahydro-3a,6,6,9a-tetramethylnaphtho[2,1-b]furan). RXN SMILES: O.O.O.O.O.O.O.S([O-])([O-])(=O)=O.[Mg+2].[CH3:14][C@@:15]12[C@@H:24]([CH2:25][CH2:26][C@@](O)(C=C)C)[C@@:23]([OH:33])([CH3:32])[CH2:22][CH2:21][C@H:20]1[C:19]([CH3:35])([CH3:34])[CH2:18][CH2:17][CH2:16]2>[Pt]>[CH3:32][C:23]12[CH2:22][CH2:21][CH:20]3[C:15]([CH3:14])([CH2:16][CH2:17][CH2:18][C:19]3([CH3:34])[CH3:35])[CH:24]1[CH2:25][CH2:26][O:33]2 |f:0.1.2.3.4.5.6.7.8|. Procedure details: In this example, the ability of Ascomycete sp. KSM-JL2842 for producing a dodecahydro-3a,6,6,9a-tetramethylnaphtho[2,1-b]furan intermediate was examined. At the outset, a platinum loopful of Ascomycete sp. KSM-JL2842 was inoculated into 2.1% YM broth (Becton Dickinson), shake-culture was conducted at 25° C. for 2 days, and the resultants were designated as starter strains. Subsequently, the starter strains were inoculated into a medium containing 2.1% YM broth, 0.1% magnesium sulfate heptahydrat... Reactants: COC1=C(CN2CC(NC3=C(C2=O)C=C(C=C3)C)=O)C=CC(=C1)OC (4-(2,4-Dimethoxy-benzyl)-7-methyl-3,4-dihydro-1H-benzo[e][1,4]diazepine-2,5-dione), CN(C1=CC=C(C=C1)C)C (N,N-dimethyl-p-toluidine), P(=O)(Cl)(Cl)Cl (phosphorus oxychloride). Solvent: C1(=CC=CC=C1)C (toluene). Conditions: temperature 100 celsius, time 2.5 hour. Product: ClC=1CN(C(C2=C(N1)C=CC(=C2)C)=O)CC2=C(C=C(C=C2)OC)OC (2-Chloro-4-(2,4-dimethoxy-benzyl)-7-methyl-3,4-dihydro-benzo[e][1,4]diazepin-5-one). Reaction SMILES: [CH3:1][O:2][C:3]1[CH:23]=[C:22]([O:24][CH3:25])[CH:21]=[CH:20][C:4]=1[CH2:5][N:6]1[C:12](=[O:13])[C:11]2[CH:14]=[C:15]([CH3:18])[CH:16]=[CH:17][C:10]=2[NH:9][C:8](=O)[CH2:7]1.CN(C)C1C=CC(C)=CC=1.P(Cl)(Cl)([Cl:38])=O>C1(C)C=CC=CC=1>[Cl:38][C:8]1[CH2:7][N:6]([CH2:5][C:4]2[CH:20]=[CH:21][C:22]([O:24][CH3:25])=[CH:23][C:3]=2[O:2][CH3:1])[C:12](=[O:13])[C:11]2[CH:14]=[C:15]([CH3:18])[CH:16]=[CH:17][C:10]=2[N:9]=1. Procedure: 4-(2,4-Dimethoxy-benzyl)-7-methyl-3,4-dihydro-1H-benzo[e][1,4]diazepine-2,5-dione (34.0 g, 100 mmol) and N,N-dimethyl-p-toluidine (28.9 mL, 200 mmol) were mixed in toluene (100 mL) and heated to 100° C. Then phosphorus oxychloride (10.1 mL, 110 mmol) was added dropwise and heating at 100° C. was continued for 2.5 h. The resulting dark red solution was used directly in the subsequent step. Starting materials: COCCOC, Nc1nc(OS(=O)(=O)C(F)(F)F)c(F)c(-c2ccco2)n1, NCCc1ccc(O)cc1. Product: Nc1nc(NCCc2ccc(O)cc2)c(F)c(-c2ccco2)n1. Reaction SMILES: [CH3:32][O:33][CH2:34][CH2:35][O:36][CH3:37].[NH2:1][c:2]1[n:3][c:4](-[c:17]2[o:18][cH:19][cH:20][cH:21]2)[c:5]([F:16])[c:6]([O:8][S:9]([C:10]([F:11])([F:12])[F:13])(=[O:14])=[O:15])[n:7]1.[NH2:22][CH2:23][CH2:24][c:25]1[cH:26][cH:27][c:28]([OH:29])[cH:30][cH:31]1>>[NH2:1][c:2]1[n:3][c:4](-[c:17]2[o:18][cH:19][cH:20][cH:21]2)[c:5]([F:16])[c:6]([NH:22][CH2:23][CH2:24][c:25]2[cH:26][cH:27][c:28]([OH:29])[cH:30][cH:31]2)[n:7]1. The reactants are CC(=O)O[BH-](OC(C)=O)OC(C)=O, O=C([O-])O, CC(=O)O, ClC(Cl)Cl, COc1ccc2ncc(=O)n(CCN3CCC(N)CC3)c2c1, [Na+], [Na+], O=Cc1cc2c(cn1)OCCO2. Yields the product COc1ccc2ncc(=O)n(CCN3CCC(NCc4cc5c(cn4)OCCO5)CC3)c2c1. RXN SMILES: [C:35]([O:36][BH-:37]([O:38][C:39](=[O:40])[CH3:41])[O:42][C:43](=[O:44])[CH3:45])(=[O:46])[CH3:47].[C:49](=[O:50])([O-:51])[OH:52].[CH3:54][C:55](=[O:56])[OH:57].[CH:58]([Cl:59])([Cl:60])[Cl:61].[NH2:1][CH:2]1[CH2:3][CH2:4][N:5]([CH2:8][CH2:9][n:10]2[c:11](=[O:22])[cH:12][n:13][c:14]3[cH:15][cH:16][c:17]([O:20][CH3:21])[cH:18][c:19]23)[CH2:6][CH2:7]1.[Na+:48].[Na+:53].[O:23]1[CH2:24][CH2:25][O:26][c:27]2[cH:28][n:29][c:30]([CH:33]=[O:34])[cH:31][c:32]21>>[NH:1]([CH:2]1[CH2:3][CH2:4][N:5]([CH2:8][CH2:9][n:10]2[c:11](=[O:22])[cH:12][n:13][c:14]3[cH:15][cH:16][c:17]([O:20][CH3:21])[cH:18][c:19]23)[CH2:6][CH2:7]1)[CH2:33][c:30]1[n:29][cH:28][c:27]2[c:32]([cH:31]1)[O:23][CH2:24][CH2:25][O:26]2. Starting materials: NC=1C=C2C=NN(C2=CC1)C1=CC=C(C=C1)N (5-amino-1-(4-aminophenyl)indazole), OC1CCN(CC1)C1=CC=C(C(=O)[O-])C=C1 (4-(4-hydroxypiperidin-1-yl)benzoate). The product is NC1=CC=C(C=C1)N1N=CC2=CC(=CC=C12)NC(C1=CC=C(C=C1)N1CCC(CC1)O)=O (N-(1-(4-Aminophenyl)-1H-indazol-5-yl)-4-(4-hydroxypiperidin-1-yl)benzamide). Reaction SMILES: [NH2:1][C:2]1[CH:3]=[C:4]2[C:8](=[CH:9][CH:10]=1)[N:7]([C:11]1[CH:16]=[CH:15][C:14]([NH2:17])=[CH:13][CH:12]=1)[N:6]=[CH:5]2.[OH:18][CH:19]1[CH2:24][CH2:23][N:22]([C:25]2[CH:33]=[CH:32][C:28]([C:29]([O-])=[O:30])=[CH:27][CH:26]=2)[CH2:21][CH2:20]1>>[NH2:17][C:14]1[CH:15]=[CH:16][C:11]([N:7]2[C:8]3[C:4](=[CH:3][C:2]([NH:1][C:29](=[O:30])[C:28]4[CH:27]=[CH:26][C:25]([N:22]5[CH2:23][CH2:24][CH:19]([OH:18])[CH2:20][CH2:21]5)=[CH:33][CH:32]=4)=[CH:10][CH:9]=3)[CH:5]=[N:6]2)=[CH:12][CH:13]=1. Procedure details: Compound 515 was prepared according to the procedure described in Scheme IV from 5-amino-1-(4-aminophenyl)indazole and 4-(4-hydroxypiperidin-1-yl)benzoate. [M+H]+ calcd for C25H25N5O2: 428.20; found: 427.93. Starting materials: CC(C)=O, COc1ccc(C=O)c(OC)c1OC, Cl, [Na+], [OH-], O. Product: COc1ccc(C=CC(C)=O)c(OC)c1OC. RXN SMILES: [CH3:15][C:16]([CH3:17])=[O:18].[CH3:1][O:2][c:3]1[c:4]([CH:5]=[O:6])[cH:7][cH:8][c:9]([O:13][CH3:14])[c:10]1[O:11][CH3:12].[ClH:22].[Na+:20].[OH-:19].[OH2:21]>>[CH3:1][O:2][c:3]1[c:4]([CH:5]=[CH:15][C:16]([CH3:17])=[O:18])[cH:7][cH:8][c:9]([O:13][CH3:14])[c:10]1[O:11][CH3:12]. Procedure details: Prepared according to Procedure J using anthranilic acid and propiophenone in phosphorous oxychloride to afford a colorless solid upon purification by chromatography on silica gel. Mass Spectrum (ESI) m/e=254.0 (M+1). The reactants are C(C=1C(N)=CC=CC1)(=O)O (anthranilic acid), C(CC)(=O)C1=CC=CC=C1 (propiophenone), P(=O)(Cl)(Cl)Cl (phosphorous oxychloride). RXN SMILES: [C:1](O)(=O)[C:2]1[C:3](=[CH:5][CH:6]=[CH:7][CH:8]=1)[NH2:4].[C:11]([C:15]1[CH:20]=[CH:19][CH:18]=[CH:17][CH:16]=1)(=O)[CH2:12][CH3:13].P(Cl)(Cl)([Cl:23])=O>>[Cl:23][C:1]1[C:2]2[C:3](=[CH:5][CH:6]=[CH:7][CH:8]=2)[N:4]=[C:11]([C:15]2[CH:20]=[CH:19][CH:18]=[CH:17][CH:16]=2)[C:12]=1[CH3:13]. Product: ClC1=C(C(=NC2=CC=CC=C12)C1=CC=CC=C1)C (4-Chloro-3-methyl-2-phenylquinoline).